This data is from the Open Reaction Database (ORD), a public repository of structured organic reaction records. The task is: describe an organic reaction: reactants, conditions, products, and yield Reactants: CCC(C)(C1=CC=C(C=C1)O)C2=CC=C(C=C2)O (bisphenol B). Run in C(Cl)Cl (methylene chloride). The product is CC(C1=CC=C(C=C1)O)C2=CC=C(C=C2)O (bisphenol E). Reaction SMILES: C[CH2:2][C:3]([C:12]1[CH:17]=[CH:16][C:15]([OH:18])=[CH:14][CH:13]=1)([C:5]1[CH:10]=[CH:9][C:8]([OH:11])=[CH:7][CH:6]=1)C>C(Cl)Cl>[CH3:2][CH:3]([C:5]1[CH:10]=[CH:9][C:8]([OH:11])=[CH:7][CH:6]=1)[C:12]1[CH:13]=[CH:14][C:15]([OH:18])=[CH:16][CH:17]=1. Procedure details: A methylene chloride solution of a bisphenol B oligomer having a chloroformate group at its molecular terminal was obtained in the same manner as that in Manufacturing Example 1 except that the bisphenol E was replaced by 65.8 g (0.272 mol) of 2,2-bis(4-hydroxyphenyl)butane (BisB), the amount of triethylamine was changed to 53.8 g (0.533 mol), and the methylene chloride solution of phosgene was replaced by a solution in which 52.7 g (0.533 mol) of phosgene was dissolved in 225 mL of methylene ch...